The task is: describe an organic reaction: reactants, conditions, products, and yield. This data is from the Open Reaction Database (ORD), a public repository of structured organic reaction records. The reactants are Brc1ccccc1, O=C([O-])[O-], Cc1ccccc1, CN(C)c1ccccc1-c1ccccc1P(C1CCCCC1)C1CCCCC1, ClCCl, [Cs+], [Cs+], CC(N)CC#N, CC(=O)[O-], CC(=O)[O-], C1CCOC1, OB(O)c1ccccc1, [Pd+2]. Product: CC(CC#N)Nc1ccccc1. Reaction SMILES: [Br:7][c:8]1[cH:9][cH:10][cH:11][cH:12][cH:13]1.[C:14](=[O:15])([O-:16])[O-:17].[CH3:57][c:58]1[cH:59][cH:60][cH:61][cH:62][cH:63]1.[CH:29]1([P:30]([CH:31]2[CH2:32][CH2:33][CH2:34][CH2:35][CH2:36]2)[c:37]2[cH:38][cH:39][cH:40][cH:41][c:42]2-[c:43]2[cH:44][cH:45][cH:46][cH:47][c:48]2[N:49]([CH3:50])[CH3:51])[CH2:52][CH2:53][CH2:54][CH2:55][CH2:56]1.[Cl:78][CH2:79][Cl:80].[Cs+:18].[Cs+:19].[NH2:1][CH:2]([CH2:3][C:4]#[N:5])[CH3:6].[O-:70][C:71]([CH3:72])=[O:73].[O-:74][C:75]([CH3:76])=[O:77].[O:64]1[CH2:65][CH2:66][CH2:67][CH2:68]1.[OH:20][B:21]([c:22]1[cH:23][cH:24][cH:25][cH:26][cH:27]1)[OH:28].[Pd+2:69]>>[NH:1]([CH:2]([CH2:3][C:4]#[N:5])[CH3:6])[c:8]1[cH:9][cH:10][cH:11][cH:12][cH:13]1. Reactants: ON1N=NC2=C1C=CC=C2 (1-hydroxybenzotriazole), CN(C)C=O (DMF), O.FC1=CC=C(C=C1)C1=C(C(=NN1)C(=O)O)C1=CC=NC=C1 (5-(4-fluorophenyl)-4-(4-pyridinyl)-1H-pyrazole-3-carboxylic acid, monohydrate), C(CCC)OC(=O)N1CCNCC1 (1-butoxycarbonylpiperazine), CN1CCOCC1 (N-methylmorpholine), Cl.CN(CCCN=C=NCC)C (1-(3-dimethylaminopropyl)3-ethylcarbodiimide hydrochloride). The solvent is C(C)(=O)OCC (ethyl acetate). Conditions: temperature 0 celsius, time 1 hour. Yields the product FC1=CC=C(C=C1)C1=C(C(=NN1)C(=O)N1CCN(CC1)C(=O)OC(C)(C)C)C1=CC=NC=C1 (1,1-Dimethylethyl 4-[[5-(4-fluorophenyl)-4-(4-pyridinyl)-1H-pyrazol-3-yl]carbonyl]-1-piperazinecarboxylate). Isolated yield 78.4%. RXN SMILES: O.[F:2][C:3]1[CH:8]=[CH:7][C:6]([C:9]2[NH:13][N:12]=[C:11](C(O)=O)[C:10]=2[C:17]2[CH:22]=[CH:21][N:20]=[CH:19][CH:18]=2)=[CH:5][CH:4]=1.ON1C2C=C[CH:31]=[CH:32][C:27]=2N=N1.Cl.[CH3:34]N(C)CCCN=C=NCC.C([O:49][C:50]([N:52]1[CH2:57]CNC[CH2:53]1)=[O:51])CCC.CN1CCOCC1.[CH3:65][N:66]([CH:68]=[O:69])[CH3:67]>C(OCC)(=O)C>[F:2][C:3]1[CH:8]=[CH:7][C:6]([C:9]2[NH:13][N:12]=[C:11]([C:68]([N:66]3[CH2:67][CH2:57][N:52]([C:50]([O:51][C:32]([CH3:31])([CH3:27])[CH3:34])=[O:49])[CH2:53][CH2:65]3)=[O:69])[C:10]=2[C:17]2[CH:22]=[CH:21][N:20]=[CH:19][CH:18]=2)=[CH:5][CH:4]=1 |f:0.1,3.4|. Procedure: To a solution of 5-(4-fluorophenyl)-4-(4-pyridinyl)-1H-pyrazole-3-carboxylic acid, monohydrate prepared in accordance with Example A-200 (0.9905 g, 3.5 mmol) and 1-hydroxybenzotriazole (0.4824 g, 3.57 mmol) in DMF (20 ml) at 0° C. under nitrogen, 1-(3-dimethylaminopropyl)3-ethylcarbodiimide hydrochloride (0.6984 g, 3.57 mmol, Aldrich Chemical Co.) was added. The solution was stirred at 0° C. under nitrogen for 1 hour then 1-butoxycarbonylpiperazine (0.6585 g, 3.5 mmol) was added followed by N-me... Starting materials: COCOC1=C(C=O)C(=CC(=C1)OC1OCCCC1)C (2-methoxymethoxy-6-methyl-4-(tetrahydro-pyran-2-yloxy)-benzaldehyde), CC1=CC=C(C=C1)S(=O)(=O)[O-].C1=CC=[NH+]C=C1 (PPTS). The solvent is CO (MeOH). Reaction conditions: time 12 hour. Product: OC1=CC(=C(C=O)C(=C1)C)OCOC (4-hydroxy-2-methoxymethoxy-6-methyl-benzaldehyde). The yield is 78.9%. RXN SMILES: [CH3:1][O:2][CH2:3][O:4][C:5]1[CH:12]=[C:11]([O:13]C2CCCCO2)[CH:10]=[C:9]([CH3:20])[C:6]=1[CH:7]=[O:8].CC1C=CC(S([O-])(=O)=O)=CC=1.C1C=C[NH+]=CC=1>CO>[OH:13][C:11]1[CH:10]=[C:9]([CH3:20])[C:6]([CH:7]=[O:8])=[C:5]([O:4][CH2:3][O:2][CH3:1])[CH:12]=1 |f:1.2|. Procedure: To a solution of 2-methoxymethoxy-6-methyl-4-(tetrahydro-pyran-2-yloxy)-benzaldehyde (9.8 g, 34.9 mmol) in MeOH (100 mL) was added PPTS (2.19 g, 8.7 mmol). The reaction mixture was stirred at room temperature for 12 hours then concentrated in vacuo. The residue was purified by silica gel flash column chromatography (hexane:EtOAc 80:20) to give 4-hydroxy-2-methoxymethoxy-6-methyl-benzaldehyde (5.4 g, 79%). 1H NMR (400 MHz, CDCl3): δ 10.47 (s, 1H), 6.65 (s, 1H), 6.57 (d, J=2.0 Hz, 1H), 6.37 (s, 1H... The reactants are N1C=NC2=C1C=CC=C2 (1H-benzimidazole), [H-].[Na+] (sodium hydride), CC(C)([O-])C.[K+] (potassium tert-butoxide). The product is C(C#C)N1C=NC2=C1C=CC=C2 (1-prop-2-ynyl-1H-benzimidazole). As a reaction SMILES: [NH:1]1[C:5]2[CH:6]=[CH:7][CH:8]=[CH:9][C:4]=2[N:3]=[CH:2]1.[H-].[Na+].[CH3:12][C:13](C)([O-])[CH3:14].[K+]>>[CH2:14]([N:1]1[C:5]2[CH:6]=[CH:7][CH:8]=[CH:9][C:4]=2[N:3]=[CH:2]1)[C:13]#[CH:12] |f:1.2,3.4|. Procedure details: The procedure for Example 648 was used, substituting pyrrolidin-2-one for 1H-benzimidazole and sodium hydride for potassium tert-butoxide to provide Example 649. MS (ESI): m/z 124 (M+H)+. Reactants: CN1N=C(C(=C1)CN(C(=O)C1=CN=C(N1C1=CC=C(C=C1)F)S)C)C (N-((1,3-Dimethyl-1H-pyrazol-4-yl)methyl)-1-(4-fluorophenyl)-2-mercapto-N-methyl-1H-imidazole-5-carboxamide), FC1=CC=C(C=C1)N1C=NC=C1C(=O)OCC (ethyl 1-(4-fluorophenyl)-1H-imidazole-5-carboxylate), [OH-].[Li+] (lithium hydroxide), C1CCOC1 (THF). The solvent is O (water), CO (methanol). Yields the product FC1=CC=C(C=C1)N1C=NC=C1C(=O)O (1-(4-Fluorophenyl)-1H-imidazole-5-carboxylic acid). As a reaction SMILES: CN1C=C(CN(C)C(C2N(C3C=CC(F)=CC=3)C(S)=NC=2)=O)C(C)=N1.[F:26][C:27]1[CH:32]=[CH:31][C:30]([N:33]2[C:37]([C:38]([O:40]CC)=[O:39])=[CH:36][N:35]=[CH:34]2)=[CH:29][CH:28]=1.[OH-].[Li+].C1COCC1>O.CO>[F:26][C:27]1[CH:28]=[CH:29][C:30]([N:33]2[C:37]([C:38]([OH:40])=[O:39])=[CH:36][N:35]=[CH:34]2)=[CH:31][CH:32]=1 |f:2.3|. Procedure: 1-(4-Fluorophenyl)-1H-imidazole-5-carboxylic acid (14b) was prepared in a similar manner as that described for the synthesis of compound 7 using ethyl 1-(4-fluorophenyl)-1H-imidazole-5-carboxylate (14a) (143 mg, 0.61 mmol), lithium hydroxide (59 mg, 2.44 mmol), THF (0.2 mL), methanol (0.4 mL), and water (0.8 mL). The reactants are [Br-], CCCc1c(Cc2ccc(-c3ccccc3C#N)cc2)c(=O)n(C2CCC(OCC(=O)N(C)OC)CC2)c2ncnn12, [Mg+]C1CC1, Cl, C1CCOC1. RXN SMILES: [Br-:43].[C:1](#[N:2])[c:3]1[c:4](-[c:9]2[cH:10][cH:11][c:12]([CH2:15][c:16]3[c:17](=[O:42])[n:18]([CH:28]4[CH2:29][CH2:30][CH:31]([O:34][CH2:35][C:36](=[O:37])[N:38]([O:39][CH3:40])[CH3:41])[CH2:32][CH2:33]4)[c:19]4[n:20]([c:21]3[CH2:22][CH2:23][CH3:24])[n:25][cH:26][n:27]4)[cH:13][cH:14]2)[cH:5][cH:6][cH:7][cH:8]1.[CH:44]1([Mg+:47])[CH2:45][CH2:46]1.[ClH:48].[O:49]1[CH2:50][CH2:51][CH2:52][CH2:53]1>>[C:1](#[N:2])[c:3]1[c:4](-[c:9]2[cH:10][cH:11][c:12]([CH2:15][c:16]3[c:17](=[O:42])[n:18]([CH:28]4[CH2:29][CH2:30][CH:31]([O:34][CH2:35][C:36](=[O:37])[CH:44]5[CH2:45][CH2:46]5)[CH2:32][CH2:33]4)[c:19]4[n:20]([c:21]3[CH2:22][CH2:23][CH3:24])[n:25][cH:26][n:27]4)[cH:13][cH:14]2)[cH:5][cH:6][cH:7][cH:8]1. Product: CCCc1c(Cc2ccc(-c3ccccc3C#N)cc2)c(=O)n(C2CCC(OCC(=O)C3CC3)CC2)c2ncnn12. Reactants: ClCC(=O)C1=CC=C(C=C1)CC(=O)OCC (ethyl 4-(chloroacetyl)phenylacetate), NC=1SC=CN1 (2-aminothiazole). Solvent: C(C)O (ethanol). Yields the product S1C=2N(C=C1)C=C(N2)C2=CC=C(C=C2)CC(=O)OCC (ethyl 4-(imidazo[2,1-b]-thiazol-6-yl)phenylacetate). Yield: 31.0%. RXN SMILES: Cl[CH2:2][C:3]([C:5]1[CH:10]=[CH:9][C:8]([CH2:11][C:12]([O:14][CH2:15][CH3:16])=[O:13])=[CH:7][CH:6]=1)=O.[NH2:17][C:18]1[S:19][CH:20]=[CH:21][N:22]=1>C(O)C>[S:19]1[CH:20]=[CH:21][N:22]2[CH:2]=[C:3]([C:5]3[CH:10]=[CH:9][C:8]([CH2:11][C:12]([O:14][CH2:15][CH3:16])=[O:13])=[CH:7][CH:6]=3)[N:17]=[C:18]12. Procedure: A mixture of 38 g of ethyl 4-(chloroacetyl)phenylacetate, 60 ml of ethanol and 32 g of 2-aminothiazole is heated under reflux for 2 hours. The ethanol is distilled off under reduced pressure, and water is added to the residue. The mixture is extracted with benzene, and the extract is washed with water, dried and concentrated. To the residual reddish brown oil are added benzene and isopropyl ether, and the crystalline precipitate is filtered off and recrystallized from ethanol to give 14 g of eth...